describe an organic reaction: reactants, conditions, products, and yield From a dataset of the Open Reaction Database (ORD), a public repository of structured organic reaction records. Reactants: ClCC(=O)NCO (2-chloro-N-hydroxymethylacetamide), CC(C)(C)C1=CC(=C(C=C1)O)S(=O)(=O)N=CN(C)C (4-(1,1-dimethylethyl)-2-dimethylaminomethyleneaminosulfonylphenol), ice water. Solvent: S(O)(O)(=O)=O (sulfuric acid). Conditions: time 30 minute. The product is ClCC(=O)NCC1=C(C(=CC(=C1)C(C)(C)C)S(=O)(=O)N=CN(C)C)O (2-Chloro-N-[5-(1,1-dimethylethyl)-3-dimethylaminomethyleneaminosulfonyl-2-hydroxybenzyl]-acetamide). RXN SMILES: [CH3:1][C:2]([C:5]1[CH:10]=[CH:9][C:8]([OH:11])=[C:7]([S:12]([N:15]=[CH:16][N:17]([CH3:19])[CH3:18])(=[O:14])=[O:13])[CH:6]=1)([CH3:4])[CH3:3].[Cl:20][CH2:21][C:22]([NH:24][CH2:25]O)=[O:23]>S(=O)(=O)(O)O>[Cl:20][CH2:21][C:22]([NH:24][CH2:25][C:9]1[CH:10]=[C:5]([C:2]([CH3:1])([CH3:3])[CH3:4])[CH:6]=[C:7]([S:12]([N:15]=[CH:16][N:17]([CH3:19])[CH3:18])(=[O:13])=[O:14])[C:8]=1[OH:11])=[O:23]. Procedure: 3 g (0.01 mole) of 4-(1,1-dimethylethyl)-2-dimethylaminomethyleneaminosulfonylphenol are dissolved in 30 ml of sulfuric acid, and 1.1 g (0.009 mole) of 2-chloro-N-hydroxymethylacetamide are added. The mixture is stirred for 30 minutes at room temperature and poured into ice water. The product is filtered off with suction and recrystallized from methanol. Reactants: N1CC(CC1)O (3-pyrrolidinol), O (water), C(C1=CC=CC=C1)OC(=O)Cl (benzyloxycarbonyl chloride). Run in C(Cl)(Cl)Cl (chloroform), C(C)N(CC)CC (triethylamine). Product: C(C1=CC=CC=C1)OC(=O)N1CC(CC1)O (N-(Benzyloxycarbonyl)-3-pyrrolidinol). RXN SMILES: [NH:1]1[CH2:5][CH2:4][CH:3]([OH:6])[CH2:2]1.[CH2:7]([O:14][C:15](Cl)=[O:16])[C:8]1[CH:13]=[CH:12][CH:11]=[CH:10][CH:9]=1.O>C(Cl)(Cl)Cl.C(N(CC)CC)C>[CH2:7]([O:14][C:15]([N:1]1[CH2:5][CH2:4][CH:3]([OH:6])[CH2:2]1)=[O:16])[C:8]1[CH:13]=[CH:12][CH:11]=[CH:10][CH:9]=1. Procedure: 30 g of 3-pyrrolidinol was dissolved in 500 ml of chloroform, to which 53 ml of triethylamine was added, followed by gradually dropping 52 ml of benzyloxycarbonyl chloride at room temperature. After completion of the reaction, the reaction solution was poured into water and extracted with chloroform. The solvent was distilled off under reduced pressure and the resultant residue was purified by column chromatography (eluting solvent: hexane-ethyl acetate) to obtain 70.67 g of the intended compoun...